Dataset: the Open Reaction Database (ORD), a public repository of structured organic reaction records. Task: describe an organic reaction: reactants, conditions, products, and yield Starting materials: C1(CC1)C=1C(=CC(=NC1)C(=O)O)OCC(F)(F)F (5-Cyclopropyl-4-(2,2,2-trifluoro-ethoxy)-pyridine-2-carboxylic acid), C1(CC1)CC(C1=NOC(=N1)C)(C)N (2-Cyclopropyl-1-methyl-1-(5-methyl-[1,2,4]oxadiazol-3-yl)-ethylamine). The product is C1(CC1)CC(C1=NOC(=N1)C)(C)NC(=O)C1=NC=C(C(=C1)OCC(F)(F)F)C1CC1 (5-Cyclopropyl-4-(2,2,2-trifluoro-ethoxy)-pyridine-2-carboxylic acid [2-cyclopropyl-1-methyl-1-(5-methyl-[1,2,4]oxadiazol-3-yl)-ethyl]-amide). Reaction SMILES: [CH:1]1([C:4]2[C:5]([O:13][CH2:14][C:15]([F:18])([F:17])[F:16])=[CH:6][C:7]([C:10]([OH:12])=O)=[N:8][CH:9]=2)[CH2:3][CH2:2]1.[CH:19]1([CH2:22][C:23]([NH2:31])([CH3:30])[C:24]2[N:28]=[C:27]([CH3:29])[O:26][N:25]=2)[CH2:21][CH2:20]1>>[CH:19]1([CH2:22][C:23]([NH:31][C:10]([C:7]2[CH:6]=[C:5]([O:13][CH2:14][C:15]([F:18])([F:17])[F:16])[C:4]([CH:1]3[CH2:2][CH2:3]3)=[CH:9][N:8]=2)=[O:12])([CH3:30])[C:24]2[N:28]=[C:27]([CH3:29])[O:26][N:25]=2)[CH2:21][CH2:20]1. Procedure details: The title compound was synthesized in analogy to Example 63b, using 5-Cyclopropyl-4-(2,2,2-trifluoro-ethoxy)-pyridine-2-carboxylic acid (Example 48c) and 2-Cyclopropyl-1-methyl-1-(5-methyl-[1,2,4]oxadiazol-3-yl)-ethylamine (Example 66e) as starting materials and the racemate was isolated (43 mg, 32%) as a colorless oil. The racemate was separated into its enantiomers by preparative chiral HPLC (Chiralpak AD, isopropanol/heptane) and the title compound was the first enantiomer collected and isola... The reactants are BrC1=CC=C2CC3(C(C2=C1)=O)CCC(CC3)=O (6′-bromospiro[cyclohexane-1,2′-indene]-1′,4(3′H)-dione), BrC1=CC=C2CC3(C(C2=C1)=O)CCC(CC3)=O (6′-Bromospiro[cyclohexane-1,2′-indene]-1′,4(3′H)-dione), BrC1=CC=C2CC3(C(C2=C1)=O)CCC(CC3)=O (6′-Bromospiro[cyclohexane-1,2′-indene]-1′,4(3′H)-dione), [BH4-].[Na+] (Sodium borohydride). Run in C1CCOC1 (THF). Run at temperature -65 celsius. The product is BrC1=CC=C2CC3(C(C2=C1)=O)CCC(CC3)O (6′-Bromo-4-hydroxyspiro[cyclohexane-1,2′-inden]-1′(3′H)-one). The yield is 221.5%. As a reaction SMILES: [Br:1][C:2]1[CH:10]=[C:9]2[C:5]([CH2:6][C:7]3([CH2:16][CH2:15][C:14](=[O:17])[CH2:13][CH2:12]3)[C:8]2=[O:11])=[CH:4][CH:3]=1.[BH4-].[Na+]>C1COCC1>[Br:1][C:2]1[CH:10]=[C:9]2[C:5]([CH2:6][C:7]3([CH2:16][CH2:15][CH:14]([OH:17])[CH2:13][CH2:12]3)[C:8]2=[O:11])=[CH:4][CH:3]=1 |f:1.2|. Reported procedure: 6′-Bromospiro[cyclohexane-1,2′-indene]-1′,4(3′H)-dione (Intermediate 5 Step 1, 6.1 g, 20.8 mmol) was dissolved in THF (220 mL) and cooled to −65° C. Sodium borohydride (0.354 g, 9.36 mmol) was added and the cooling bath was removed. The mixture was allowed to reach 0° C. (approx. 30 min). Water (10 mL) was added, and most of the organic solvent was removed by evaporation. The residue was partitioned between EtOAc (100 mL), and an aq. solution of NaCl (50 mL). The organic phase was dried (MgSO4) ...